Dataset: the Open Reaction Database (ORD), a public repository of structured organic reaction records. Task: describe an organic reaction: reactants, conditions, products, and yield Reactants: CCO, NCc1ccc(Cl)cc1, CCCc1cc(Cl)nc(SCC#N)n1, [Na+], [Na+], O=C([O-])[O-]. Yields the product CCCc1cc(NCc2ccc(Cl)cc2)nc(SCC#N)n1. RXN SMILES: [CH3:30][CH2:31][OH:32].[Cl:15][c:16]1[cH:17][cH:18][c:19]([CH2:20][NH2:21])[cH:22][cH:23]1.[Cl:1][c:2]1[n:3][c:4]([S:11][CH2:12][C:13]#[N:14])[n:5][c:6]([CH2:8][CH2:9][CH3:10])[cH:7]1.[Na+:24].[Na+:25].[O-:26][C:27](=[O:28])[O-:29]>>[c:2]1([NH:21][CH2:20][c:19]2[cH:18][cH:17][c:16]([Cl:15])[cH:23][cH:22]2)[n:3][c:4]([S:11][CH2:12][C:13]#[N:14])[n:5][c:6]([CH2:8][CH2:9][CH3:10])[cH:7]1. Starting materials: Cc1noc(N)c1Br, C1CCOC1, [H-], [Na+], COc1cc(Cc2sc3ccccc3c2S(=O)(=O)Cl)cc(OC)c1OC. Product: COc1cc(Cc2sc3ccccc3c2S(=O)(=O)Nc2onc(C)c2Br)cc(OC)c1OC. RXN SMILES: [Br:1][c:2]1[c:3]([CH3:8])[n:4][o:5][c:6]1[NH2:7].[CH2:37]1[O:38][CH2:39][CH2:40][CH2:41]1.[H-:10].[Na+:9].[O:11]([CH3:12])[c:13]1[cH:14][c:15]([CH2:16][c:17]2[c:18]([S:26](=[O:27])(=[O:28])[Cl:29])[c:19]3[c:20]([s:21]2)[cH:22][cH:23][cH:24][cH:25]3)[cH:30][c:31]([O:35][CH3:36])[c:32]1[O:33][CH3:34]>>[Br:1][c:2]1[c:3]([CH3:8])[n:4][o:5][c:6]1[NH:7][S:26]([c:18]1[c:17]([CH2:16][c:15]2[cH:14][c:13]([O:11][CH3:12])[c:32]([O:33][CH3:34])[c:31]([O:35][CH3:36])[cH:30]2)[s:21][c:20]2[c:19]1[cH:25][cH:24][cH:23][cH:22]2)(=[O:27])=[O:28].